This data is from the Open Reaction Database (ORD), a public repository of structured organic reaction records. The task is: describe an organic reaction: reactants, conditions, products, and yield Reactants: C(C)(C)(C)OC(=O)N1[C@@H](CC(C1)=NOCC1=CC(=C(C=C1)Cl)Cl)C(=O)O ((2S,4EZ)-1-(tert-butoxycarbonyl)-4-{[(3,4-dichlorobenzyl)oxy]imino}-2-pyrrolidinecarboxylic acid), C1(=CC=CC=C1)C(C(=O)Cl)C1=CC=CC=C1 (diphenylacetyl chloride), C1(CC1)N (cyclopropylamine). Product: C1(CC1)NC(=O)[C@H]1N(CC(C1)=NOCC1=CC(=C(C=C1)Cl)Cl)C(C(C1=CC=CC=C1)C1=CC=CC=C1)=O ((2S,4EZ)-N-cyclopropyl-4-{[(3,4-dichlorobenzyl)oxy]imino}-1-(diphenylacetyl)-2-pyrrolidinecarboxamide). As a reaction SMILES: C(O[C:6]([N:8]1[CH2:12][C:11](=[N:13][O:14][CH2:15][C:16]2[CH:21]=[CH:20][C:19]([Cl:22])=[C:18]([Cl:23])[CH:17]=2)[CH2:10][C@H:9]1[C:24]([OH:26])=O)=[O:7])(C)(C)C.[C:27]1([CH:33]([C:37]2[CH:42]=[CH:41][CH:40]=[CH:39][CH:38]=2)C(Cl)=O)[CH:32]=[CH:31][CH:30]=[CH:29][CH:28]=1.[CH:43]1([NH2:46])[CH2:45][CH2:44]1>>[CH:43]1([NH:46][C:24]([C@@H:9]2[CH2:10][C:11](=[N:13][O:14][CH2:15][C:16]3[CH:21]=[CH:20][C:19]([Cl:22])=[C:18]([Cl:23])[CH:17]=3)[CH2:12][N:8]2[C:6](=[O:7])[CH:33]([C:27]2[CH:28]=[CH:29][CH:30]=[CH:31][CH:32]=2)[C:37]2[CH:38]=[CH:39][CH:40]=[CH:41][CH:42]=2)=[O:26])[CH2:45][CH2:44]1. Reported procedure: Following the general method as outlined in Example 22, starting from (2S,4EZ)-1-(tert-butoxycarbonyl)-4-{[(3,4-dichlorobenzyl)oxy]imino}-2-pyrrolidinecarboxylic acid, diphenylacetyl chloride, and cyclopropylamine the title compound was obtained in 49% purity by LC/MS. MS(ESI+): m/z=536.6. Reactants: COC(=O)CN(c1ccc(OC)cc1OC)S(=O)(=O)NC(=O)OC(C)(C)C, ClCCl, O=C(O)C(F)(F)F. The product is COC(=O)CN(c1ccc(OC)cc1OC)S(N)(=O)=O. As a reaction SMILES: [CH3:1][O:2][C:3]([CH2:4][N:5]([c:6]1[c:7]([O:14][CH3:15])[cH:8][c:9]([O:12][CH3:13])[cH:10][cH:11]1)[S:16]([NH:17][C:18]([O:19][C:20]([CH3:21])([CH3:22])[CH3:23])=[O:24])(=[O:25])=[O:26])=[O:27].[Cl:35][CH2:36][Cl:37].[F:28][C:29]([F:30])([F:31])[C:32]([OH:33])=[O:34]>>[CH3:1][O:2][C:3]([CH2:4][N:5]([c:6]1[c:7]([O:14][CH3:15])[cH:8][c:9]([O:12][CH3:13])[cH:10][cH:11]1)[S:16]([NH2:17])(=[O:25])=[O:26])=[O:27]. Starting materials: CCCCOc1ccc(C)cc1-c1ccc(COc2ccc(C(CC(=O)OCC)c3ccc(F)cc3)cc2)cc1, C1CCOC1, [Na+], [OH-]. The product is CCCCOc1ccc(C)cc1-c1ccc(COc2ccc(C(CC(=O)O)c3ccc(F)cc3)cc2)cc1. As a reaction SMILES: [CH2:1]([CH3:2])[O:3][C:4]([CH2:5][CH:6]([c:7]1[cH:8][cH:9][c:10]([F:13])[cH:11][cH:12]1)[c:14]1[cH:15][cH:16][c:17]([O:20][CH2:21][c:22]2[cH:23][cH:24][c:25](-[c:28]3[c:29]([O:35][CH2:36][CH2:37][CH2:38][CH3:39])[cH:30][cH:31][c:32]([CH3:34])[cH:33]3)[cH:26][cH:27]2)[cH:18][cH:19]1)=[O:40].[CH2:43]1[O:44][CH2:45][CH2:46][CH2:47]1.[Na+:42].[OH-:41]>>[O:3]=[C:4]([CH2:5][CH:6]([c:7]1[cH:8][cH:9][c:10]([F:13])[cH:11][cH:12]1)[c:14]1[cH:15][cH:16][c:17]([O:20][CH2:21][c:22]2[cH:23][cH:24][c:25](-[c:28]3[c:29]([O:35][CH2:36][CH2:37][CH2:38][CH3:39])[cH:30][cH:31][c:32]([CH3:34])[cH:33]3)[cH:26][cH:27]2)[cH:18][cH:19]1)[OH:40]. Starting materials: C(C1=CC=CC=C1)OC1=C(C(=O)O)C=C(C=C1C(NCC(F)(F)F)=O)F (2-benzyloxy-5-fluoro-3-(2,2,2-trifluoroethylcarbamoyl)-benzoic acid), OC(CN)C1OC(OC1)(C)C (2-hydroxy-2-(2,2-dimethyl-1,3-dioxolan-4-yl)-ethylamine), C(=O)(NC1CCCCC1)NC1CCCCC1 (dicyclohexylurea), C1(CCCCC1)N=C=NC1CCCCC1 (dicyclohexylcarbodiimide). Run in CN(C=O)C (N,N-dimethylformamide). Run at temperature -10 celsius, time 6 hour. Yields the product OC(CNC(C1=C(C(=CC(=C1)F)C(NCC(F)(F)F)=O)OCC1=CC=CC=C1)=O)C1OC(OC1)(C)C (2-Benzyloxy-5-fluoro-3-(2,2,2-trifluoroethylcarbamoyl)-benzoic acid-[2-hydroxy-2-(2,2-dimethyl-1,3-dioxolan-4-yl)-ethylamide]). Reaction SMILES: [CH2:1]([O:8][C:9]1[C:17]([C:18](=[O:25])[NH:19][CH2:20][C:21]([F:24])([F:23])[F:22])=[CH:16][C:15]([F:26])=[CH:14][C:10]=1[C:11](O)=[O:12])[C:2]1[CH:7]=[CH:6][CH:5]=[CH:4][CH:3]=1.[OH:27][CH:28]([CH:31]1[CH2:35][O:34][C:33]([CH3:37])([CH3:36])[O:32]1)[CH2:29][NH2:30].C1(N=C=NC2CCCCC2)CCCCC1.C(NC1CCCCC1)(NC1CCCCC1)=O>CN(C)C=O>[OH:27][CH:28]([CH:31]1[CH2:35][O:34][C:33]([CH3:37])([CH3:36])[O:32]1)[CH2:29][NH:30][C:11](=[O:12])[C:10]1[CH:14]=[C:15]([F:26])[CH:16]=[C:17]([C:18](=[O:25])[NH:19][CH2:20][C:21]([F:23])([F:24])[F:22])[C:9]=1[O:8][CH2:1][C:2]1[CH:7]=[CH:6][CH:5]=[CH:4][CH:3]=1. Procedure details: 4.46 g (12 mmol) of 2-benzyloxy-5-fluoro-3-(2,2,2-trifluoroethylcarbamoyl)-benzoic acid is dissolved in 30 ml of dry N,N-dimethylformamide with exclusion of moisture, 1.85 g (12 mmol) of hydroxybenzotriazolel, 2.43 g (15 mmol) of 2-hydroxy-2-(2,2-dimethyl-1,3-dioxolan-4-yl)-ethylamine are added and the solution is cooled to -10° C. 2.68 g (13 mmol) of dicyclohexylcarbodiimide is added by portions to the cooled solution, it is stirred for 1 hour at -10° C. and 6 hours at room temperature. The pre... Reactants: BrC=1C=C2C(CC3(COCC3)OC2=CC1)=O (6-bromo-4′,5′-dihydro-2′H-spiro[chroman-2,3′-furan]-4-one), water ice, C(=N[Si](C)(C)C)=N[Si](C)(C)C (N,N′-methanediylidenebis(1,1,1-trimethylsilanamine)). Procedure: To a solution of 6-bromo-4′,5′-dihydro-2′H-spiro[chroman-2,3′-furan]-4-one (206 mg, 0.731 mmol) in anhydrous DCM (6 mL) was added TiCl4 (281 mg, 1.48 mmol) dropwise within 15 minutes at room temperature and resulting mixture was stirred for 1 h. To this mixture was added N,N′-methanediylidenebis(1,1,1-trimethylsilanamine) (300 mg, 1.61 mmol). The resulting mixture was stirred for another 18 hours after addition. The reaction mixture was poured into water-ice and extracted with DCM. The combined ... Yields the product BrC=1C=C2\C(\CC3(COCC3)OC2=CC1)=N\C#N ((E)-N-(6-bromo-4′,5′-dihydro-2′H-spiro[chroman-2,3′-furan]-4-ylidene)cyanamide). Conditions: time 1 hour. Yield: 100.2%. Reagents/catalysts: Cl[Ti](Cl)(Cl)Cl (TiCl4). The solvent is C(Cl)Cl (DCM). Reaction SMILES: [Br:1][C:2]1[CH:3]=[C:4]2[C:13](=[CH:14][CH:15]=1)[O:12][C:7]1([CH2:11][CH2:10][O:9][CH2:8]1)[CH2:6][C:5]2=O.[C:17](=[N:23][Si](C)(C)C)=[N:18][Si](C)(C)C>C(Cl)Cl.Cl[Ti](Cl)(Cl)Cl>[Br:1][C:2]1[CH:3]=[C:4]2[C:13](=[CH:14][CH:15]=1)[O:12][C:7]1([CH2:11][CH2:10][O:9][CH2:8]1)[CH2:6]/[C:5]/2=[N:23]\[C:17]#[N:18]. Starting materials: C1COC2(CCC(CC2)[C@@H]2CC[C@H](CC2)C2=C(C(=CC=C2)F)F)O1 (4-[trans-4-(2,3-difluorophenyl)cyclohexyl]cyclohexanone ethylene ketal), O.C1(=CC=C(C=C1)S(=O)(=O)O)C (p-toluenesulfonic acid monohydrate), O1CCOCC1 (dioxane). The solvent is O (water). Product: FC1=C(C=CC=C1F)[C@@H]1CC[C@H](CC1)C1CCC(CC1)=O (4-[trans-4-(2,3-difluorophenyl)cyclohexyl]cyclohexanone). The yield is 43.3%. As a reaction SMILES: C1O[C:4]2([CH2:9][CH2:8][CH:7]([C@H:10]3[CH2:15][CH2:14][C@H:13]([C:16]4[CH:21]=[CH:20][CH:19]=[C:18]([F:22])[C:17]=4[F:23])[CH2:12][CH2:11]3)[CH2:6][CH2:5]2)[O:3]C1.O.C1(C)C=CC(S(O)(=O)=O)=CC=1.O1CCOCC1>O>[F:23][C:17]1[C:18]([F:22])=[CH:19][CH:20]=[CH:21][C:16]=1[C@H:13]1[CH2:12][CH2:11][C@H:10]([CH:7]2[CH2:8][CH2:9][C:4](=[O:3])[CH2:5][CH2:6]2)[CH2:15][CH2:14]1 |f:1.2|. Reported procedure: First, 5.85 g of 4-[trans-4-(2,3-difluorophenyl)cyclohexyl]cyclohexanone ethylene ketal, 0.5 g of p-toluenesulfonic acid monohydrate, 35 ml of dioxane, and 105 ml of water were placed in a 200 ml flask. The mixture was stirred under reflux for 2 hours. The reaction mixture was extracted with ether. The ether layer was washed with water and dried over anhydrous sodium sulfate. Thereafter, the solvent was distilled away. The residue was purified by silica gel column chromatography (eluent: toluene... Starting materials: CC(C)CN1CCCC1CN, COC(=O)c1cc(S(N)(=O)=O)cc2c1OC(C)C2, O, OCCOCCO. Yields the product CC(C)CN1CCCC1CNC(=O)c1cc(S(N)(=O)=O)cc2c1OC(C)C2. As a reaction SMILES: [CH2:19]([CH:20]([CH3:21])[CH3:22])[N:23]1[CH:24]([CH2:28][NH2:29])[CH2:25][CH2:26][CH2:27]1.[CH3:1][CH:2]1[O:3][c:4]2[c:5]([cH:7][c:8]([S:15]([NH2:16])(=[O:17])=[O:18])[cH:9][c:10]2[C:11]([O:13][CH3:12])=[O:14])[CH2:6]1.[OH2:30].[OH:31][CH2:32][CH2:33][O:34][CH2:35][CH2:36][OH:37]>>[CH3:1][CH:2]1[O:3][c:4]2[c:5]([cH:7][c:8]([S:15]([NH2:16])(=[O:17])=[O:18])[cH:9][c:10]2[C:11](=[O:13])[NH:29][CH2:28][CH:24]2[N:23]([CH2:19][CH:20]([CH3:21])[CH3:22])[CH2:27][CH2:26][CH2:25]2)[CH2:6]1.